From a dataset of the Open Reaction Database (ORD), a public repository of structured organic reaction records. describe an organic reaction: reactants, conditions, products, and yield The reactants are CCOC=C(C(=O)OCC)C(=O)OCC, Cc1noc(C)c1-c1cccc(N)c1, CCO. The product is CCOC(=O)C(=CNc1cccc(-c2c(C)noc2C)c1)C(=O)OCC. Reaction SMILES: [CH2:15]([O:16][CH:18]=[C:19]([C:20](=[O:21])[O:22][CH2:23][CH3:24])[C:25](=[O:26])[O:27][CH2:28][CH3:29])[CH3:17].[CH3:1][c:2]1[n:3][o:4][c:5]([CH3:14])[c:6]1-[c:7]1[cH:8][c:9]([NH2:10])[cH:11][cH:12][cH:13]1.[CH3:30][CH2:31][OH:32]>>[CH3:1][c:2]1[n:3][o:4][c:5]([CH3:14])[c:6]1-[c:7]1[cH:8][c:9]([NH:10][CH:18]=[C:19]([C:20](=[O:21])[O:22][CH2:23][CH3:24])[C:25](=[O:26])[O:27][CH2:28][CH3:29])[cH:11][cH:12][cH:13]1. Reactants: CO, [Na+], [OH-], CCOC(=O)c1cccc(NC(=O)N2CCc3c(cnc4[nH]ncc34)C2)c1. The product is O=C(O)c1cccc(NC(=O)N2CCc3c(cnc4[nH]ncc34)C2)c1. Reaction SMILES: [CH3:30][OH:31].[Na+:29].[OH-:28].[cH:1]1[n:2][nH:3][c:4]2[n:5][cH:6][c:7]3[c:12]([c:13]12)[CH2:11][CH2:10][N:9]([C:14](=[O:15])[NH:16][c:17]1[cH:18][c:19]([C:20](=[O:21])[O:22][CH2:23][CH3:24])[cH:25][cH:26][cH:27]1)[CH2:8]3>>[cH:1]1[n:2][nH:3][c:4]2[n:5][cH:6][c:7]3[c:12]([c:13]12)[CH2:11][CH2:10][N:9]([C:14](=[O:15])[NH:16][c:17]1[cH:18][c:19]([C:20](=[O:21])[OH:22])[cH:25][cH:26][cH:27]1)[CH2:8]3. Product: ClC1=CC=CC=2NC(=NC21)CCCNC ([3-(4-Chloro-1H-benzoimidazol-2-yl)-propyl]-methyl-amine). The reactants are ClC1=C(C(=CC=C1)N)N (3-chloro-benzene-1,2-diamine), COC1=CC2=C(NC(=N2)CCCNC)C=C1OC ([3-(5,6-dimethoxy-1H-benzoimidazol-2-yl)-propyl]-methyl-amine). Procedure: Prepared from 3-chloro-benzene-1,2-diamine (J. Med. Chem. 1981, 24(1), 93-101) in analogy to the methods described for [3-(5,6-dimethoxy-1H-benzoimidazol-2-yl)-propyl]-methyl-amine. As a reaction SMILES: [Cl:1][C:2]1[CH:7]=[CH:6][CH:5]=[C:4]([NH2:8])[C:3]=1[NH2:9].CO[C:12]1C(OC)=C[C:15]2[NH:16][C:17](CCCNC)=N[C:14]=2[CH:13]=1>>[Cl:1][C:2]1[C:3]2[N:9]=[C:12]([CH2:13][CH2:14][CH2:15][NH:16][CH3:17])[NH:8][C:4]=2[CH:5]=[CH:6][CH:7]=1. Reactants: C1COCCO1, CN(C)CCN, Clc1nc(N2CCOCC2)c2sc(I)cc2n1, I[Cu]I, O=C1CCCN1. Yields the product O=C1CCCN1c1cc2nc(Cl)nc(N3CCOCC3)c2s1. RXN SMILES: [CH2:30]1[O:31][CH2:32][CH2:33][O:34][CH2:35]1.[CH3:24][N:25]([CH3:26])[CH2:27][CH2:28][NH2:29].[Cl:1][c:2]1[n:3][c:4]([N:12]2[CH2:13][CH2:14][O:15][CH2:16][CH2:17]2)[c:5]2[c:6]([n:7]1)[cH:8][c:9]([I:11])[s:10]2.[Cu:36]([I:37])[I:38].[NH:18]1[C:19](=[O:23])[CH2:20][CH2:21][CH2:22]1>>[Cl:1][c:2]1[n:3][c:4]([N:12]2[CH2:13][CH2:14][O:15][CH2:16][CH2:17]2)[c:5]2[c:6]([n:7]1)[cH:8][c:9]([N:18]1[C:19](=[O:23])[CH2:20][CH2:21][CH2:22]1)[s:10]2. Reaction SMILES: [C:1]([O:2][C:6](=[O:3])[N:8]1[CH2:9][CH2:10][CH:11]([N:14]([C:15](=[O:16])[NH:17][O:18][CH3:19])[CH2:20][c:21]2[cH:22][s:23][cH:24][cH:25]2)[CH2:12][CH2:13]1)([CH3:4])([CH3:5])[CH3:7].[C:45]([O:46][BH-:47]([O:48][C:49](=[O:50])[CH3:51])[O:52][C:53](=[O:54])[CH3:55])(=[O:56])[CH3:57].[CH3:41][C:42](=[O:43])[OH:44].[Cl:59][CH2:60][Cl:61].[F:62][C:63]([F:64])([F:65])[C:66]([OH:67])=[O:68].[Na+:58].[O:26]=[C:27]1[N:28]([CH2:37][CH2:38][CH:39]=[O:40])[C:29](=[O:36])[c:30]2[cH:31][cH:32][cH:33][cH:34][c:35]21>>[CH2:6]([N:8]1[CH2:9][CH2:10][CH:11]([N:14]([C:15](=[O:16])[NH:17][O:18][CH3:19])[CH2:20][c:21]2[cH:22][s:23][cH:24][cH:25]2)[CH2:12][CH2:13]1)[CH2:38][CH2:37][N:28]1[C:27](=[O:26])[c:35]2[c:30]([cH:31][cH:32][cH:33][cH:34]2)[C:29]1=[O:36]. The reactants are CONC(=O)N(Cc1ccsc1)C1CCN(C(=O)OC(C)(C)C)CC1, CC(=O)O[BH-](OC(C)=O)OC(C)=O, CC(=O)O, ClCCl, O=C(O)C(F)(F)F, [Na+], O=CCCN1C(=O)c2ccccc2C1=O. Yields the product CONC(=O)N(Cc1ccsc1)C1CCN(CCCN2C(=O)c3ccccc3C2=O)CC1. Starting materials: CO, O=C(CCl)Nc1ccccc1C(=O)c1ccccc1, N. Yields the product O=C1CN=C(c2ccccc2)c2ccccc2N1. As a reaction SMILES: [CH3:21][OH:22].[Cl:2][CH2:3][C:4](=[O:5])[NH:6][c:7]1[c:8]([C:9](=[O:10])[c:11]2[cH:12][cH:13][cH:14][cH:15][cH:16]2)[cH:17][cH:18][cH:19][cH:20]1.[NH3:1]>>[N:1]1=[C:9]([c:11]2[cH:12][cH:13][cH:14][cH:15][cH:16]2)[c:8]2[c:7]([cH:20][cH:19][cH:18][cH:17]2)[NH:6][C:4](=[O:5])[CH2:3]1. The reactants are O=Cc1cc(Br)co1, CC(=O)O[BH-](OC(C)=O)OC(C)=O, CCOC(C)=O, ClCCl, CC(C)(C)OC(=O)N1CCNCC1, [Na+]. Product: CC(C)(C)OC(=O)N1CCN(Cc2cc(Br)co2)CC1. RXN SMILES: [Br:1][c:2]1[cH:3][c:4]([CH:7]=[O:8])[o:5][cH:6]1.[C:25]([O:26][BH-:27]([O:28][C:29](=[O:30])[CH3:31])[O:32][C:33](=[O:34])[CH3:35])(=[O:36])[CH3:37].[CH3:39][CH2:40][O:41][C:42]([CH3:43])=[O:44].[Cl:9][CH2:10][Cl:11].[N:12]1([C:18](=[O:19])[O:20][C:21]([CH3:22])([CH3:23])[CH3:24])[CH2:13][CH2:14][NH:15][CH2:16][CH2:17]1.[Na+:38]>>[Br:1][c:2]1[cH:3][c:4]([CH2:7][N:15]2[CH2:14][CH2:13][N:12]([C:18](=[O:19])[O:20][C:21]([CH3:22])([CH3:23])[CH3:24])[CH2:17][CH2:16]2)[o:5][cH:6]1. As a reaction SMILES: [CH2:1]([Mg]Br)[CH3:2].[C:5]([C:7]1[CH:12]=[CH:11][N:10]=[CH:9][CH:8]=1)#N.[OH:13]S(O)(=O)=O.O>C(OCC)C>[C:5]([C:7]1[CH:12]=[CH:11][N:10]=[CH:9][CH:8]=1)(=[O:13])[CH2:1][CH3:2]. Yields the product C(CC)(=O)C1=CC=NC=C1 (4-Propionylpyridine). Procedure: To a solution of 2.845M ethylmagnesium bromide (263 mL, 0.75 mol) in ethyl ether (Et2O) (250 mL) was slowly added a solution of 4-cyanopyridine (39 g, 0.375 mol) in Et2O (750 mL). The reaction mixture was warmed at reflux for 12 hours, treated with concentrated H2SO4 (125 mL)/H2O (125 mL), and then washed three times with Et2O (250 mL). The aqueous portion was made basic (pH 9) with 15% NaOH solution and extracted five times with 250 mL portions of Et2O. The combined Et2O extracts were dried (Mg... Starting materials: C(C)[Mg]Br (ethylmagnesium bromide), C(#N)C1=CC=NC=C1 (4-cyanopyridine), OS(=O)(=O)O (H2SO4), O (H2O). Run in C(C)OCC (ethyl ether), CCOCC (Et2O). Isolated yield 95.0%. Starting materials: BrC1=NC2=C(NCCC(N2CC2=C(C(=CC=C2F)F)Cl)=O)N=C1 (3-bromo-5-(2-chloro-3,6-difluorobenzyl)-5,7,8,9-tetrahydro-6H-pyrazino[2,3-b][1,4]diazepin-6-one), BrC1=NC2=C(NCCC(N2CC2=C(C(=CC=C2F)F)Cl)=O)N=C1 (3-bromo-5-(2-chloro-3,6-difluorobenzyl)-5,7,8,9-tetrahydro-6H-pyrazino[2,3-b][1,4]diazepin-6-one), S(C)C (Me2S). Product: BrC=1C=NC2=C(N(CCCN2)CC2=C(C(=CC=C2F)F)Cl)N1 (2-Bromo-9-(2-chloro-3,6-difluorobenzyl)-6,7,8,9-tetrahydro-5H-pyrazino[2,3-b][1,4]diazepine). As a reaction SMILES: [Br:1][C:2]1[CH:23]=[N:22][C:5]2[NH:6][CH2:7][CH2:8][C:9](=O)[N:10]([CH2:11][C:12]3[C:17]([F:18])=[CH:16][CH:15]=[C:14]([F:19])[C:13]=3[Cl:20])[C:4]=2[N:3]=1.S(C)C>>[Br:1][C:2]1[CH:23]=[N:22][C:5]2[NH:6][CH2:7][CH2:8][CH2:9][N:10]([CH2:11][C:12]3[C:17]([F:18])=[CH:16][CH:15]=[C:14]([F:19])[C:13]=3[Cl:20])[C:4]=2[N:3]=1. Procedure details: 2-Bromo-9-(2-chloro-3,6-difluorobenzyl)-6,7,8,9-tetrahydro-5H-pyrazino[2,3-b][1,4]diazepine was prepared from 3-bromo-5-(2-chloro-3,6-difluorobenzyl)-5,7,8,9-tetrahydro-6H-pyrazino[2,3-b][1,4]diazepin-6-one by reducing the amide functionality using BH3.Me2S as described in Example 1.